This data is from the Open Reaction Database (ORD), a public repository of structured organic reaction records. The task is: describe an organic reaction: reactants, conditions, products, and yield Starting materials: FC(C1=CC=C(CN)C=C1)(F)F (4-(trifluoromethyl)-benzylamine), FC1=C(C(=O)O)C=CN=C1 (3-fluoroisonicotinic acid). The product is FC(C1=CC=C(CNC=2C=NC=CC2C(=O)O)C=C1)(F)F (3-{[4-(trifluoromethyl)benzyl]amino}pyridine-4-carboxylic acid). The yield is 28.0%. RXN SMILES: [F:1][C:2]([F:12])([F:11])[C:3]1[CH:10]=[CH:9][C:6]([CH2:7][NH2:8])=[CH:5][CH:4]=1.F[C:14]1[CH:22]=[N:21][CH:20]=[CH:19][C:15]=1[C:16]([OH:18])=[O:17]>>[F:1][C:2]([F:11])([F:12])[C:3]1[CH:10]=[CH:9][C:6]([CH2:7][NH:8][C:19]2[CH:20]=[N:21][CH:22]=[CH:14][C:15]=2[C:16]([OH:18])=[O:17])=[CH:5][CH:4]=1. Reported procedure: The title compound was prepared in 28% yield from 4-(trifluoromethyl)-benzylamine and 3-fluoroisonicotinic acid according to the procedure for the preparation of Example 3. 1H NMR (400 MHz, DMSO-d6): δ 8.10 (br s, 1H), 8.04 (s, 1H), 7.83 (d, 1H, J=5.0 Hz), 7.81 (d, 2H, J=8.0 Hz), 7.58 (d, 1H, J=5.0 Hz), 7.54 (d, 2H, J=8.0 Hz), 4.69 (s, 2H). [M+H] calc'd for C14H11F3N2O2, 297. found 297. Starting materials: Cl.O[C@@H]1C(N(C2=C(C[C@@H]1C1=CC=C(C=C1)OC)C=C(C=C2)C(F)(F)F)CCN(C)C)=O ((cis)-3-(hydroxy)-1-[2-(dimethylamino)ethyl]-1,3,4,5-tetrahydro-4-(4-methoxyphenyl)-7-(trifluoromethyl)-2H-1-benzazepin-2-one, monohydrochloride), [H-].[Na+] (sodium hydride), IC (iodomethane). Solvent: CN(C=O)C (dimethylformamide). Conditions: time 30 minute. Yields the product Cl.CO[C@@H]1C(N(C2=C(C[C@@H]1C1=CC=C(C=C1)OC)C=C(C=C2)C(F)(F)F)CCN(C)C)=O ((cis)-3-Methoxy-1-[2-(dimethylamino)ethyl]-1,3,4,5-tetrahydro-4-(4-methoxyphenyl)-7-(trifluoromethyl)-2H-1-benzazepin-2-one, monohydrochloride). Reaction SMILES: [ClH:1].[OH:2][C@H:3]1[C@@H:9]([C:10]2[CH:15]=[CH:14][C:13]([O:16][CH3:17])=[CH:12][CH:11]=2)[CH2:8][C:7]2[CH:18]=[C:19]([C:22]([F:25])([F:24])[F:23])[CH:20]=[CH:21][C:6]=2[N:5]([CH2:26][CH2:27][N:28]([CH3:30])[CH3:29])[C:4]1=[O:31].[H-].[Na+].I[CH3:35]>CN(C)C=O>[ClH:1].[CH3:35][O:2][C@H:3]1[C@@H:9]([C:10]2[CH:15]=[CH:14][C:13]([O:16][CH3:17])=[CH:12][CH:11]=2)[CH2:8][C:7]2[CH:18]=[C:19]([C:22]([F:23])([F:25])[F:24])[CH:20]=[CH:21][C:6]=2[N:5]([CH2:26][CH2:27][N:28]([CH3:30])[CH3:29])[C:4]1=[O:31] |f:0.1,2.3,6.7|. Procedure details: A solution of (cis)-3-(hydroxy)-1-[2-(dimethylamino)ethyl]-1,3,4,5-tetrahydro-4-(4-methoxyphenyl)-7-(trifluoromethyl)-2H-1-benzazepin-2-one, monohydrochloride (0.81 g, 1.92 mmol) in 21 ml of dimethylformamide was treated with sodium hydride (0.23 g, 5.76 mmol of a 60% mineral oil dispersion) at room temperature under argon. Stirring was continued for 30 minutes. The temperature was lowered to 0° C., iodomethane was added (0.13 ml, 2.11 mmol) and the reaction was continued for 11/2 hours at 0° C.... Yields the product Cl, Cc1ccc(Sc2ccccc2)c(Nc2ccnc3nc(C)ccc23)c1. The reactants are Cc1ccc(Sc2ccccc2)c(N)c1, CCO, Cc1ccc2c(Cl)ccnc2n1. RXN SMILES: [CH3:13][c:14]1[cH:15][cH:16][c:17]([S:21][c:22]2[cH:23][cH:24][cH:25][cH:26][cH:27]2)[c:18]([NH2:20])[cH:19]1.[CH3:28][CH2:29][OH:30].[Cl:1][c:2]1[c:3]2[cH:4][cH:5][c:6]([CH3:12])[n:7][c:8]2[n:9][cH:10][cH:11]1>>[ClH:1].[c:2]1([NH:20][c:18]2[c:17]([S:21][c:22]3[cH:23][cH:24][cH:25][cH:26][cH:27]3)[cH:16][cH:15][c:14]([CH3:13])[cH:19]2)[c:3]2[cH:4][cH:5][c:6]([CH3:12])[n:7][c:8]2[n:9][cH:10][cH:11]1. Starting materials: [N+](=O)([O-])C1=CC=C(C(=O)O[C@H]2[C@H](OCC3=CC=CC=C3)[C@H](OCC3=CC=CC=C3)[C@H](O2)COCC2=CC=CC=C2)C=C1 (1-O-p-nitrobenzoyl-2,3,5-tri-O-benzyl-β-D-ribofuranose), 1-O-chloro-2,3,5-tri-O-benzyl-D-ribofuranose, HCl, ClC=1NC2=C(N1)C=C(C(=C2Cl)Cl)Cl (2,4,5,6-Tetrachlorobenzimidazole), carbohydrate, [Si](C)(C)(C)OS(=O)(=O)C(F)(F)F (TMSOTf). The solvent is C(Cl)Cl (CH2Cl2), CCOC(=O)C (EtOAc), CC#N (MeCN), CC#N (MeCN). Reaction conditions: temperature 75 celsius, time 20 minute. Product: C(C1=CC=CC=C1)O[C@H]1[C@@H](O[C@@H]([C@H]1OCC1=CC=CC=C1)COCC1=CC=CC=C1)N1C(=NC2=C1C=C(C(=C2Cl)Cl)Cl)Cl (1-(2,3,5-Tri-O-benzyl-β-D-ribofuranosyl)-2,4,5,6-tetrachlorobenzimidazole). The yield is 45.0%. As a reaction SMILES: [N+](C1C=CC(C(O[C@@H:11]2[O:31][C@H:30]([CH2:32][O:33][CH2:34][C:35]3[CH:40]=[CH:39][CH:38]=[CH:37][CH:36]=3)[C@@H:21]([O:22][CH2:23][C:24]3[CH:29]=[CH:28][CH:27]=[CH:26][CH:25]=3)[C@H:12]2[O:13][CH2:14][C:15]2[CH:20]=[CH:19][CH:18]=[CH:17][CH:16]=2)=O)=CC=1)([O-])=O.[Cl:43][C:44]1[NH:45][C:46]2[C:52]([Cl:53])=[C:51]([Cl:54])[C:50]([Cl:55])=[CH:49][C:47]=2[N:48]=1.[Si](OS(C(F)(F)F)(=O)=O)(C)(C)C>C(Cl)Cl.CC#N.CCOC(C)=O>[CH2:14]([O:13][C@@H:12]1[C@H:21]([O:22][CH2:23][C:24]2[CH:25]=[CH:26][CH:27]=[CH:28][CH:29]=2)[C@@H:30]([CH2:32][O:33][CH2:34][C:35]2[CH:40]=[CH:39][CH:38]=[CH:37][CH:36]=2)[O:31][C@H:11]1[N:48]1[C:47]2[CH:49]=[C:50]([Cl:55])[C:51]([Cl:54])=[C:52]([Cl:53])[C:46]=2[N:45]=[C:44]1[Cl:43])[C:15]1[CH:16]=[CH:17][CH:18]=[CH:19][CH:20]=1. Procedure details: For the preparation of 1-O-chloro-2,3,5-tri-O-benzyl-D-ribofuranose, HCl gas was allowed to pass through a solution of 1-O-p-nitrobenzoyl-2,3,5-tri-O-benzyl-β-D-ribofuranose (1.479 g, 2.6 mmol) in 10 mL of dry CH2Cl2 at 0° C. for 15 min. The resulting suspension was quickly filtered and the filtrate was evaporated. The residue was coevaporated with dry MeCN and then dissolved in 5 mL of dry MeCN for immediate use in the subsequent glycosylation reaction. To a mixture of 13 (0.512 g, 2 mmol) in 1... Reactants: COC=1C=C(C(=O)N2CC(CCC2)(CCOS(=O)(=O)C)C2=CC(=C(C=C2)Cl)Cl)C=C(C1OC)OC (1-(3,4,5-trimethoxybenzoyl)-3-(3,4-dichlorophenyl)-3-(2-methanesulfonyloxyethyl)piperidine), FC1=CC=C(CN2C(=NC3=C2C=CC=C3)NC3CCNCC3)C=C1 ((1-(4-fluorobenzyl)-1H-benzimidazol-2-yl)(piperidin-4-yl)amine), C(C)(C)N(C(C)C)CC (N,N-diisopropylethylamine), CO.C(C)(=O)OCC (methanol ethyl acetate). The solvent is C(C)#N (acetonitrile). Run at time 2 day. Product: COC=1C=C(C(=O)N2CC(CCC2)(C2=CC(=C(C=C2)Cl)Cl)CCN2CCC(CC2)NC2=NC3=C(N2CC2=CC=C(C=C2)F)C=CC=C3)C=C(C1OC)OC (1-(3,4,5-trimethoxybenzoyl)-3-(2-(4-(1-(4-fluorobenzyl)-1H-benzimidazol-2-yl-amino)piperidin-1-yl)ethyl)-3-(3,4-dichlorophenyl)piperidine). RXN SMILES: [CH3:1][O:2][C:3]1[CH:4]=[C:5]([CH:29]=[C:30]([O:34][CH3:35])[C:31]=1[O:32][CH3:33])[C:6]([N:8]1[CH2:13][CH2:12][CH2:11][C:10]([C:21]2[CH:26]=[CH:25][C:24]([Cl:27])=[C:23]([Cl:28])[CH:22]=2)([CH2:14][CH2:15]OS(C)(=O)=O)[CH2:9]1)=[O:7].[F:36][C:37]1[CH:59]=[CH:58][C:40]([CH2:41][N:42]2[C:46]3[CH:47]=[CH:48][CH:49]=[CH:50][C:45]=3[N:44]=[C:43]2[NH:51][CH:52]2[CH2:57][CH2:56][NH:55][CH2:54][CH2:53]2)=[CH:39][CH:38]=1.C(N(CC)C(C)C)(C)C.CO.C(OCC)(=O)C>C(#N)C>[CH3:35][O:34][C:30]1[CH:29]=[C:5]([CH:4]=[C:3]([O:2][CH3:1])[C:31]=1[O:32][CH3:33])[C:6]([N:8]1[CH2:13][CH2:12][CH2:11][C:10]([CH2:14][CH2:15][N:55]2[CH2:56][CH2:57][CH:52]([NH:51][C:43]3[N:42]([CH2:41][C:40]4[CH:58]=[CH:59][C:37]([F:36])=[CH:38][CH:39]=4)[C:46]4[CH:47]=[CH:48][CH:49]=[CH:50][C:45]=4[N:44]=3)[CH2:53][CH2:54]2)([C:21]2[CH:26]=[CH:25][C:24]([Cl:27])=[C:23]([Cl:28])[CH:22]=2)[CH2:9]1)=[O:7] |f:3.4|. Procedure details: Combine 1-(3,4,5-trimethoxybenzoyl)-3-(3,4-dichlorophenyl)-3-(2-methanesulfonyloxyethyl)piperidine (1.14 mmol) and (1-(4-fluorobenzyl)-1H-benzimidazol-2-yl)(piperidin-4-yl)amine (0.56 g, 1.7 mmol), and N,N-diisopropylethylamine (0.50 g) in acetonitrile (12 mL). Heat to reflux. After 2 days, partition the residue between ethyl acetate and water. Separate the organic layer and extract twice with saturated aqueous sodium bicarbonate solution and brine. Dry the organic layer over Na2SO4, filter, and... The reactants are CNCc1ccco1, CCO, O=C1CCc2cc(F)ccc21. Yields the product CN(Cc1ccco1)c1ccc2c(c1)CCC2=O. Reaction SMILES: [CH3:12][NH:13][CH2:14][c:15]1[cH:16][cH:17][cH:18][o:19]1.[CH3:20][CH2:21][OH:22].[F:1][c:2]1[cH:3][c:4]2[c:8]([cH:9][cH:10]1)[C:7](=[O:11])[CH2:6][CH2:5]2>>[c:2]1([N:13]([CH3:12])[CH2:14][c:15]2[cH:16][cH:17][cH:18][o:19]2)[cH:3][c:4]2[c:8]([cH:9][cH:10]1)[C:7](=[O:11])[CH2:6][CH2:5]2. Reactants: Cl.FC=1C=C(CN2N=CC(=C2)C2=CN(C3=NC=C(C=C32)C3=CC=C(C=C3)C3CCNCC3)S(=O)(=O)C3=CC=C(C)C=C3)C=CC1 (3-(1-(3-fluorobenzyl)-1H-pyrazol-4-yl)-5-(4-(piperidin-4-yl)phenyl)-1-tosyl-1H-pyrrolo[2,3-b]pyridine hydrochloride), FC=1C=C(CN2N=CC(=C2)C2=CN(C3=NC=C(C=C32)C3=CC(=C(C=C3)C3CCN(CC3)C(=O)OC(C)(C)C)OC)S(=O)(=O)C3=CC=C(C)C=C3)C=CC1 (tert-butyl 4-(4-(3-(1-(3-fluorobenzyl)-1H-pyrazol-4-yl)-1-tosyl-1H-pyrrolo[2,3-b]pyridin-5-yl)-2-methoxyphenyl)piperidine-1-carboxylate), [OH-].[Li+] (lithium hydroxide). Solvent: C1CCOC1.CO.O (THF methanol water). The product is FC=1C=C(CN2N=CC(=C2)C2=CNC3=NC=C(C=C32)C3=CC(=C(C=C3)C3CCN(CC3)C(=O)OC(C)(C)C)OC)C=CC1 (tert-butyl 4-(4-(3-(1-(3-fluorobenzyl)-1H-pyrazol-4-yl)-1H-pyrrolo[2,3-b]pyridin-5-yl)-2-methoxyphenyl)piperidine-1-carboxylate). Yield: 63.4%. Reaction SMILES: Cl.FC1C=C(C=CC=1)CN1C=C(C2C3C(=NC=C(C4C=CC(C5CCNCC5)=CC=4)C=3)N(S(C3C=CC(C)=CC=3)(=O)=O)C=2)C=N1.[F:46][C:47]1[CH:48]=[C:49]([CH:96]=[CH:97][CH:98]=1)[CH2:50][N:51]1[CH:55]=[C:54]([C:56]2[C:64]3[C:59](=[N:60][CH:61]=[C:62]([C:65]4[CH:70]=[CH:69][C:68]([CH:71]5[CH2:76][CH2:75][N:74]([C:77]([O:79][C:80]([CH3:83])([CH3:82])[CH3:81])=[O:78])[CH2:73][CH2:72]5)=[C:67]([O:84][CH3:85])[CH:66]=4)[CH:63]=3)[N:58](S(C3C=CC(C)=CC=3)(=O)=O)[CH:57]=2)[CH:53]=[N:52]1.[OH-].[Li+]>C1COCC1.CO.O>[F:46][C:47]1[CH:48]=[C:49]([CH:96]=[CH:97][CH:98]=1)[CH2:50][N:51]1[CH:55]=[C:54]([C:56]2[C:64]3[C:59](=[N:60][CH:61]=[C:62]([C:65]4[CH:70]=[CH:69][C:68]([CH:71]5[CH2:76][CH2:75][N:74]([C:77]([O:79][C:80]([CH3:83])([CH3:82])[CH3:81])=[O:78])[CH2:73][CH2:72]5)=[C:67]([O:84][CH3:85])[CH:66]=4)[CH:63]=3)[NH:58][CH:57]=2)[CH:53]=[N:52]1 |f:0.1,3.4,5.6.7|. Reported procedure: Using similar reaction conditions as described in step-iii of example-1, tert-butyl 4-(4-(3-(1-(3-fluorobenzyl)-1H-pyrazol-4-yl)-1-tosyl-1H-pyrrolo[2,3-b]pyridin-5-yl)-2-methoxyphenyl)piperidine-1-carboxylate (200 mg, 0.271 mmol) was hydrolyzed by lithium hydroxide (57 mg, 1.358 mmol) in THF/methanol/water (5/2/2 ml) to yield crude 100 mg (63.2% yield) of the titled compound. MS: m/z=582.2 (M+1).